Dataset: the Open Reaction Database (ORD), a public repository of structured organic reaction records. Task: describe an organic reaction: reactants, conditions, products, and yield Starting materials: NC1=C(C2=C(S1)CCCC2)C(=O)OCC (ethyl 2-amino-4,5,6,7-tetrahydrobenzo[b]thiophene-3-carboxylate), C(C)OC(CC#N)=O (ethyl-2-cyanoacetate), C(=O)(O)[O-].[Na+] (NaHCO3). Solvent: O1CCOCC1 (dioxane). Reaction conditions: temperature 0 celsius, time 18 hour. The product is OC=1C2=C(N=C(N1)CC(=O)OCC)SC1=C2CCCC1 (ethyl 2-(4-hydroxy-5,6,7,8-tetrahydrobenzo[4,5]thieno[2,3-d]pyrimidin-2-yl)acetate). As a reaction SMILES: [NH2:1][C:2]1[S:6][C:5]2[CH2:7][CH2:8][CH2:9][CH2:10][C:4]=2[C:3]=1[C:11]([O:13]CC)=O.[CH2:16]([O:18][C:19](=[O:23])[CH2:20][C:21]#[N:22])[CH3:17].C([O-])(O)=O.[Na+]>O1CCOCC1>[OH:13][C:11]1[C:3]2[C:4]3[CH2:10][CH2:9][CH2:8][CH2:7][C:5]=3[S:6][C:2]=2[N:1]=[C:21]([CH2:20][C:19]([O:18][CH2:16][CH3:17])=[O:23])[N:22]=1 |f:2.3|. Procedure: The ethyl 2-amino-4,5,6,7-tetrahydrobenzo[b]thiophene-3-carboxylate (8.0 g, 0.0355 mol) and ethyl-2-cyanoacetate (8.03 g, 0.0710 mol) was dissolved in dioxane (250 ml). It was cooled to 0° C. To this reaction mixture, HCl gas was purged up to saturation (for 20 min, initially reaction mass becomes turbid and then becomes clears). Then reaction mass was stirred for 18 h at room temperature. After completion of the reaction it was cooled to 0° C. and basified with saturated NaHCO3 (pH=8). Further ... Reactants: CC(C)(C)OC(=O)NCC(NC(=O)c1csc(Br)c1)c1ccccc1, Cn1nccc1B1OCC(C)(C)CO1, [K+], [K+], O=C([O-])[O-], C1COCCO1, O. The product is Cn1nccc1-c1cc(C(=O)NC(CNC(=O)OC(C)(C)C)c2ccccc2)cs1. As a reaction SMILES: [Br:1][c:2]1[cH:3][c:4]([C:7](=[O:8])[NH:9][CH:10]([CH2:11][NH:12][C:13]([O:14][C:15]([CH3:16])([CH3:17])[CH3:18])=[O:19])[c:20]2[cH:21][cH:22][cH:23][cH:24][cH:25]2)[cH:5][s:6]1.[CH3:32][C:33]1([CH3:34])[CH2:35][O:36][B:37]([c:39]2[cH:40][cH:41][n:42][n:43]2[CH3:44])[O:38][CH2:45]1.[K+:26].[K+:27].[O-:28][C:29]([O-:30])=[O:31].[O:46]1[CH2:47][CH2:48][O:49][CH2:50][CH2:51]1.[OH2:52]>>[c:2]1(-[c:39]2[cH:40][cH:41][n:42][n:43]2[CH3:44])[cH:3][c:4]([C:7](=[O:8])[NH:9][CH:10]([CH2:11][NH:12][C:13]([O:14][C:15]([CH3:16])([CH3:17])[CH3:18])=[O:19])[c:20]2[cH:21][cH:22][cH:23][cH:24][cH:25]2)[cH:5][s:6]1. The reactants are CC1NN=C(C2=C(C1)C=C1C(=C2)OCO1)C1=CC(=C(C=C1)[N+](=O)[O-])C ((±)-7,8-dihydro-8-methyl-5-(3-methyl-4-nitro-phenyl)-9H-1,3-dioxolo[4,5-h][2,3]benzodiazepine), C(=O)(N1C=NC=C1)N1C=NC=C1 (1,1′-carbonyl-diimidazole), O1CCCC1 (tetrahydrofurane). Solvent: O (water). Conditions: time 20 hour. Yields the product CC1N(N=C(C2=C(C1)C=C1C(=C2)OCO1)C1=CC(=C(C=C1)[N+](=O)[O-])C)C(=O)O.[N-]1C=NC=C1 ((±)-7,8-dihydro-8-methyl-5-(3-methyl-4-nitro-phenyl)-9H-1,3-dioxolo[4,5-h][2,3]benzodiazepine-7-carboxylic acid imidazolide). The yield is 82.0%. Reaction SMILES: [CH3:1][CH:2]1[CH2:8][C:7]2[CH:9]=[C:10]3[O:15][CH2:14][O:13][C:11]3=[CH:12][C:6]=2[C:5]([C:16]2[CH:21]=[CH:20][C:19]([N+:22]([O-:24])=[O:23])=[C:18]([CH3:25])[CH:17]=2)=[N:4][NH:3]1.[C:26](N1C=CN=C1)([N:28]1[CH:32]=[CH:31][N:30]=[CH:29]1)=[O:27].[O:38]1CCCC1>O>[CH3:1][CH:2]1[CH2:8][C:7]2[CH:9]=[C:10]3[O:15][CH2:14][O:13][C:11]3=[CH:12][C:6]=2[C:5]([C:16]2[CH:21]=[CH:20][C:19]([N+:22]([O-:24])=[O:23])=[C:18]([CH3:25])[CH:17]=2)=[N:4][N:3]1[C:26]([OH:27])=[O:38].[N-:28]1[CH:32]=[CH:31][N:30]=[CH:29]1 |f:4.5|. Procedure details: A mixture of 3.37 g (10.0 millimoles) of (±)-7,8-dihydro-8-methyl-5-(3-methyl-4-nitro-phenyl)-9H-1,3-dioxolo[4,5-h][2,3]benzodiazepine, 1.95 g (12.0 millimoles) of 1,1′-carbonyl-diimidazole and 75 ml of anhydrous tetrahydrofurane is stirred under boiling for 20 hours. The reaction mixture is cooled with icecold water. The precipitated product is filtered and washed with 50 ml of diethyl ether. Thus 3.55 g of the desired product are obtained, yield 82%, mp.: 223–226° C. The reactants are CI, CCO, Cl, CCOC(=O)c1c(C(F)(F)F)nc(C(F)F)c(C(=O)OC)c1NC(C)C, [K+], [K+], [K+], O=C([O-])[O-], CN(C)C=O, [OH-], O. The product is COC(=O)c1c(C(F)F)nc(C(F)(F)F)c(C(=O)OC)c1NC(C)C. Reaction SMILES: [CH3:36][I:37].[CH3:38][CH2:39][OH:40].[ClH:29].[F:1][CH:2]([c:3]1[c:4]([C:22](=[O:23])[O:24][CH3:25])[c:5]([NH:18][CH:19]([CH3:20])[CH3:21])[c:6]([C:13](=[O:14])[O:15][CH2:16][CH3:17])[c:7]([C:9]([F:10])([F:11])[F:12])[n:8]1)[F:26].[K+:28].[K+:30].[K+:31].[O-:32][C:33]([O-:34])=[O:35].[O:41]=[CH:42][N:43]([CH3:44])[CH3:45].[OH-:27].[OH2:46]>>[F:1][CH:2]([c:3]1[c:4]([C:22](=[O:23])[O:24][CH3:25])[c:5]([NH:18][CH:19]([CH3:20])[CH3:21])[c:6]([C:13](=[O:14])[O:15][CH3:16])[c:7]([C:9]([F:10])([F:11])[F:12])[n:8]1)[F:26].